This data is from the Open Reaction Database (ORD), a public repository of structured organic reaction records. The task is: describe an organic reaction: reactants, conditions, products, and yield Reactants: C(C)OC(C(CC)CC1=C(C=C(C=C1)O)OC)=O (2-(4-Hydroxy-2-methoxy-benzyl)-butyric acid ethyl ester), [OH-].[Na+] (NaOH), O(C1=CC=CC=C1)C1=CC=C(OCCCO)C=C1 (3-(4-phenoxy-phenoxy)-propan-1-ol), CC(C)OC(=O)/N=N/C(=O)OC(C)C.C1(=CC=CC=C1)C (DIAD toluene). Product: COC(C(=O)O)CC1=C(C=C(C=C1)OCCCOC1=CC=C(C=C1)OC1=CC=CC=C1)OC (2-Methoxy-3-{2-methoxy-4-[3-(4-phenoxy-phenoxy)-propoxy]-phenyl}-propionic acid). Reaction SMILES: C([O:3][C:4](=[O:18])[CH:5]([CH2:8][C:9]1[CH:14]=[CH:13][C:12]([OH:15])=[CH:11][C:10]=1[O:16][CH3:17])CC)C.[O:19]([C:26]1[CH:36]=[CH:35][C:29]([O:30][CH2:31][CH2:32][CH2:33]O)=[CH:28][CH:27]=1)[C:20]1[CH:25]=[CH:24][CH:23]=[CH:22][CH:21]=1.C[CH:38]([O:40]C(/N=N/C(OC(C)C)=O)=O)C.C1(C)C=CC=CC=1.[OH-].[Na+]>>[CH3:38][O:40][CH:5]([CH2:8][C:9]1[CH:14]=[CH:13][C:12]([O:15][CH2:33][CH2:32][CH2:31][O:30][C:29]2[CH:35]=[CH:36][C:26]([O:19][C:20]3[CH:25]=[CH:24][CH:23]=[CH:22][CH:21]=3)=[CH:27][CH:28]=2)=[CH:11][C:10]=1[O:16][CH3:17])[C:4]([OH:3])=[O:18] |f:2.3,4.5|. Reported procedure: A mixture solution of 2-(4-Hydroxy-2-methoxy-benzyl)-butyric acid ethyl ester from Example 188, Step C and 3-(4-phenoxy-phenoxy)-propan-1-ol were allowed to react under the Standard Mitsounobu coupling conditions B (DIAD/toluene) to give the corresponding coupled product which by the Standard hydrolysis procedure C (NaOH) yielded the title compound. MS (ES) for C26H28O7 [M+Na]+: 475. Reactants: FC1=CC=C(C=C1)[Mg]Br (4-fluorophenylmagnesium bromide), Cl (HCl), C(C(=O)OC)(=O)OC (Dimethyl oxalate), CCOCC (ether), crude product. Run in C1CCOC1 (THF), C1CCOC1 (THF), CCCCCC (hexane). Run at temperature -65 celsius, time 30 minute. The product is FC1=CC=C(C(=O)C(=O)OC)C=C1 (Methyl (4-fluorobenzoyl)formate). Isolated yield 54.4%. RXN SMILES: [C:1]([O:7][CH3:8])(=[O:6])[C:2](OC)=[O:3].CCOCC.[F:14][C:15]1[CH:20]=[CH:19][C:18]([Mg]Br)=[CH:17][CH:16]=1.Cl>C1COCC1.CCCCCC>[F:14][C:15]1[CH:20]=[CH:19][C:18]([C:2]([C:1]([O:7][CH3:8])=[O:6])=[O:3])=[CH:17][CH:16]=1. Procedure details: Dimethyl oxalate (5.90 g, 50 mmol) was dissolved in THF (50 mL) and ether (50 mL) in a 3-neck round bottom flask fitted with a mechanical stirrer. The solution was stirred vigorously at −65° C. as a 1.0 M THF solution of 4-fluorophenylmagnesium bromide (60 mL, 60 mmol) was added dropwise over 40 min. The mixture was stirred 30 min at −65° C. and allowed to warm to −20° C. over 30 min before being poured into 2N aq. HCl (50 mL) with stirring. The layers were separated and the aq. layer was extrac... The reactants are Cl.C(N)(=O)CNC(=O)C=1C=C2C(CC3(CCNCC3)OC2=CC1)=O (N-Carbamoylmethyl-4-oxospiro[chroman-2,4′-piperidine]-6-carboxamide hydrochloride), C=1C=CC2=C(C1)N=NN2O (HOBT), C1(CC1)N1C=CC2=C(C=C(C=C12)C(=O)O)OCC (1-cyclopropyl-4-ethoxy-1H-indole-6-carboxylic acid), CCN=C=NCCCN(C)C.Cl (WSC hydrochloride). Run in CN(C)C=O (DMF), C(C)N(CC)CC (triethylamine), C(C)(=O)OCC (ethyl acetate). Conditions: temperature 80 celsius, time 1.5 hour. The product is C(N)(=O)CNC(=O)C=1C=C2C(CC3(CCN(CC3)C(=O)C3=CC(=C4C=CN(C4=C3)C3CC3)OCC)OC2=CC1)=O (N-carbamoylmethyl-1′-[(1-cyclopropyl-4-ethoxy-1H-indol-6-yl)carbonyl]-4-oxo-spiro[chroman-2,4′-piperidine]-6-carboxamide). RXN SMILES: Cl.[C:2]([CH2:5][NH:6][C:7]([C:9]1[CH:10]=[C:11]2[C:21](=[CH:22][CH:23]=1)[O:20][C:14]1([CH2:19][CH2:18][NH:17][CH2:16][CH2:15]1)[CH2:13][C:12]2=[O:24])=[O:8])(=[O:4])[NH2:3].[CH:25]1([N:28]2[C:36]3[C:31](=[C:32]([O:40][CH2:41][CH3:42])[CH:33]=[C:34]([C:37](O)=[O:38])[CH:35]=3)[CH:30]=[CH:29]2)[CH2:27][CH2:26]1.CCN=C=NCCCN(C)C.Cl.C1C=CC2N(O)N=NC=2C=1>CN(C=O)C.C(OCC)(=O)C.C(N(CC)CC)C>[C:2]([CH2:5][NH:6][C:7]([C:9]1[CH:10]=[C:11]2[C:21](=[CH:22][CH:23]=1)[O:20][C:14]1([CH2:19][CH2:18][N:17]([C:37]([C:34]3[CH:35]=[C:36]4[C:31]([CH:30]=[CH:29][N:28]4[CH:25]4[CH2:27][CH2:26]4)=[C:32]([O:40][CH2:41][CH3:42])[CH:33]=3)=[O:38])[CH2:16][CH2:15]1)[CH2:13][C:12]2=[O:24])=[O:8])(=[O:4])[NH2:3] |f:0.1,3.4|. Procedure details: N-Carbamoylmethyl-4-oxospiro[chroman-2,4′-piperidine]-6-carboxamide hydrochloride (389 mg), 1-cyclopropyl-4-ethoxy-1H-indole-6-carboxylic acid (245 mg), WSC hydrochloride (230 mg), HOBT (183 mg) and triethylamine (0.209 mL) were suspended in DMF (8 mL), and the mixture was stirred at 80° C. for 1.5 hours. The reaction mixture was allowed to cool to room temperature, diluted with ethyl acetate, and washed successively with water, 1 N hydrochloric acid, aqueous saturated sodium bicarbonate and sat... Run in CS(=O)C (dimethyl sulphoxide), CCOCC (ether), O (Water), CS(=O)C (dimethyl sulphoxide), CS(=O)C (dimethyl sulphoxide). Reaction conditions: time 30 minute. Reaction SMILES: [CH:1]1[C:14]2[CH2:13][C:12]3[C:7](=[CH:8][CH:9]=[CH:10][CH:11]=3)[O:6][C:5]=2[CH:4]=[CH:3][CH:2]=1.[Na].[H-].[Na+].[CH3:18][N:19]([CH2:23][CH2:24]Cl)[CH2:20][CH2:21][Cl:22].Cl>CS(C)=O.CCOCC.O>[ClH:22].[CH3:18][N:19]1[CH2:23][CH2:24][C:13]2([C:12]3[CH:11]=[CH:10][CH:9]=[CH:8][C:7]=3[O:6][C:5]3[C:14]2=[CH:1][CH:2]=[CH:3][CH:4]=3)[CH2:21][CH2:20]1 |f:2.3,9.10,^1:14|. The product is Cl.CN1CCC2(CC1)C1=CC=CC=C1OC=1C=CC=CC12 (1'-methylxanthene-9-spiro-4'-piperidine hydrochloride). Procedure details: A solution of xanthene (9.1 g.) in dimethyl sulphoxide (75 ml.) is added dropwise over 20 minutes at room temperature to a solution of sodium methylsulphinylmethide [prepared in the usual way from sodium hydride (8 g. of a 60 % dispersion in mineral oil) and dimethyl sulphoxide (100 ml.)] with stirring in an atmosphere of nitrogen. The blood-red mixture is stirred at room temperature for a further 30 minutes, cooled to 0° C., and a solution of N-methyldi-(2-chloroethyl)amine (9.6 g.) in dimethyl... Starting materials: CN(CCCl)CCCl (N-methyldi-(2-chloroethyl)amine), Cl (hydrochloric acid), C1=CC=CC=2OC3=CC=CC=C3CC12 (xanthene), [Na] (sodium), [H-].[Na+] (sodium hydride). Reactants: C[Si](C)(C)[N-][Si](C)(C)C.[K+] (potassium bis(trimethylsilyl)amide), P(OCC)(OCC)[O-] (diethyl phosphite), C(C1=CC=CC=C1)OC(=O)NCCC=O (3-(benzyloxycarbonylamino)propanal). The solvent is O1CCCC1 (tetrahydrofuran), O1CCCC1 (tetrahydrofuran). Reaction conditions: time 10 minute. The product is C(C1=CC=CC=C1)OC(=O)NCCC(O)P(OCC)(OCC)=O ((R/S)-Diethyl 3-benzyloxycarbonylamino-1-hydroxypropylphosphonate). Yield: 27.7%. Reaction SMILES: C[Si]([N-][Si](C)(C)C)(C)C.[K+].[P:11]([O-:18])([O:15][CH2:16][CH3:17])[O:12][CH2:13][CH3:14].[CH2:19]([O:26][C:27]([NH:29][CH2:30][CH2:31][CH:32]=[O:33])=[O:28])[C:20]1[CH:25]=[CH:24][CH:23]=[CH:22][CH:21]=1>O1CCCC1>[CH2:19]([O:26][C:27]([NH:29][CH2:30][CH2:31][CH:32]([P:11](=[O:18])([O:15][CH2:16][CH3:17])[O:12][CH2:13][CH3:14])[OH:33])=[O:28])[C:20]1[CH:25]=[CH:24][CH:23]=[CH:22][CH:21]=1 |f:0.1|. Procedure details: To a solution of potassium bis(trimethylsilyl)amide (1.13 g, 5.66 mmol) in tetrahydrofuran (10 mL) at 0° C. was added diethyl phosphite (0.73 g, 5.66 mmol). After 10 min, 3-(benzyloxycarbonylamino)propanal (0.78 g, 3.77 mmol) was added as a solution in tetrahydrofuran (5 mL). After 30 min, the reaction was quenched by the addition of 2N hydrochloric acid (25 mL) and extracted with ethyl acetate (50 mL). The organic layer was washed with sat'd sodium chloride (50 mL), dried over magnesium sulfate... The reactants are FC1=CC=C(C2=CC=CC=C12)[Mg]Br (4-fluoro-1-naphthylmagnesium bromide), CC1(OC2=CC(=CC=C2C(C1)=O)OCCN(C)C)C (2,2-dimethyl-7-(2-dimethylaminoethoxy)-4-chromanone). Solvent: O1CCCC1 (tetrahydrofuran). Yields the product FC1=CC=C(C2=CC=CC=C12)C1=CC(OC2=CC(=CC=C12)OCCN(C)C)(C)C (4-(4-Fluoro-1-naphthyl)-2,2-dimethyl-7-(2-dimethylaminoethoxy)-2H-chromene). The yield is 14.0%. RXN SMILES: [F:1][C:2]1[C:11]2[C:6](=[CH:7][CH:8]=[CH:9][CH:10]=2)[C:5]([Mg]Br)=[CH:4][CH:3]=1.[CH3:14][C:15]1([CH3:32])[CH2:24][C:23](=O)[C:22]2[C:17](=[CH:18][C:19]([O:26][CH2:27][CH2:28][N:29]([CH3:31])[CH3:30])=[CH:20][CH:21]=2)[O:16]1>O1CCCC1>[F:1][C:2]1[C:11]2[C:6](=[CH:7][CH:8]=[CH:9][CH:10]=2)[C:5]([C:23]2[C:22]3[C:17](=[CH:18][C:19]([O:26][CH2:27][CH2:28][N:29]([CH3:31])[CH3:30])=[CH:20][CH:21]=3)[O:16][C:15]([CH3:32])([CH3:14])[CH:24]=2)=[CH:4][CH:3]=1. Procedure: Reaction of 4-fluoro-1-naphthylmagnesium bromide with an equivalent amount of 2,2-dimethyl-7-(2-dimethylaminoethoxy)-4-chromanone in dry tetrahydrofuran, by an analogous method to that described in Example 1 gave the title compound (14%). The hydrochloride salt had m.p. 224.5°-226° C. Reactants: N1C(CCC1)=O (pyrrolidine-2-one), C[O-].[Na+] (sodium methoxide), Br[C@@H](C(=O)N)CC ((R)-2-bromobutyramide), solution. Run in C1(=CC=CC=C1)C (toluene), CO (MeOH). Run at temperature 40 celsius, time 16 hour. The product is CC[C@@H](C(=O)N)N1CCCC1=O (levetiracetam). RXN SMILES: [NH:1]1[CH2:5][CH2:4][CH2:3][C:2]1=[O:6].C[O-].[Na+].Br[C@H:11]([CH2:15][CH3:16])[C:12]([NH2:14])=[O:13]>C1(C)C=CC=CC=1.CO>[CH3:16][CH2:15][C@H:11]([N:1]1[C:2](=[O:6])[CH2:3][CH2:4][CH2:5]1)[C:12]([NH2:14])=[O:13] |f:1.2|. Procedure details: To a solution of pyrrolidine-2-one (85 mg, 1 mmol) in 6 ml of toluene is added sodium methoxide (0. 19 ml of a 30% solution in MeOH, 1 mmol, 1 equiv.). The mixture is heated to 40° C. and concentrated to dryness under reduced pressure. The solid residue is taken up in 3 ml of tetrahydrofuran, cooled to 0° C. and (R)-2-bromobutyramide (IId) (optical purity >98%) (166 mg, 1 mmol, 1 equiv.) is added. The mixture is stirred for 1 h at 0° C. and further 16 h at room temperature. The mixture is then c...